Dataset: the Open Reaction Database (ORD), a public repository of structured organic reaction records. Task: describe an organic reaction: reactants, conditions, products, and yield The reactants are CN(C)C=O (DMF), OC1=C(C2=CC=C(C=C2C=C1)Br)CC(=O)OC (methyl 2-hydroxy-6-bromo-1-naphthylacetate), cuprous cyanide. Run in O (water). Yields the product OC1=C(C2=CC=C(C=C2C=C1)C#N)CC(=O)O (2-hydroxy-6-cyano-1-naphthylacetic acid). RXN SMILES: [CH3:1][N:2](C=O)C.[OH:6][C:7]1[CH:16]=[CH:15][C:14]2[C:9](=[CH:10][CH:11]=[C:12](Br)[CH:13]=2)[C:8]=1[CH2:18][C:19]([O:21]C)=[O:20]>O>[OH:6][C:7]1[CH:16]=[CH:15][C:14]2[C:9](=[CH:10][CH:11]=[C:12]([C:1]#[N:2])[CH:13]=2)[C:8]=1[CH2:18][C:19]([OH:21])=[O:20]. Reported procedure: 100 Milliliters of DMF was added to 177 g of methyl 2-hydroxy-6-bromo-1-naphthylacetate and 70.9 g of cuprous cyanide, and refluxed under heating for 3.5 hours in a nitrogen stream. With stirring under heating, 300 ml of water was added and supernatant liquid was decanted, and then this procedure was repeated. To the resulting residue was added 2.3 liters of a 4% aqueous sodium hydroxide solution, followed by stirring at 25° C. for 1 hour. The insoluble matter was filtered, and concentrated hydr... Reactants: FC(C=1C=C(C=C(C1)C(F)(F)F)[C@@H]1[C@@H](N(C(O1)=O)CC1=NC(=NC=C1C=1C=C(C=NC1OC)C1=C(C=C(C(=O)OC)C=C1)C)N1CCOCC1)C)(F)F (Methyl 4-{5-[4-({(4S,5R)-5-[3,5-bis(trifluoromethyl)phenyl]-4-methyl-2-oxo-1,3-oxazolidin-3-yl}methyl)-2-(morpholin-4-yl)pyrimidin-5-yl]-6-methoxypyridin-3-yl}-3-methylbenzoate), [OH-].[Li+] (Lithium hydroxide). Run in O1CCOCC1 (1,4-dioxane). Conditions: time 2 hour. Yields the product FC(C=1C=C(C=C(C1)C(F)(F)F)[C@@H]1[C@@H](N(C(O1)=O)CC1=NC(=NC=C1C=1C=C(C=NC1OC)C1=C(C=C(C(=O)O)C=C1)C)N1CCOCC1)C)(F)F (4-{5-[4-({(4S,5R)-5-[3,5-Bis(trifluoromethyl)phenyl]-4-methyl-2-oxo-1,3-oxazolidin-3-yl}methyl)-2-(morpholin-4-yl)pyrimidin-5-yl]-6-methoxypyridin-3-yl}-3-methylbenzoic acid). As a reaction SMILES: [F:1][C:2]([F:53])([F:52])[C:3]1[CH:4]=[C:5]([C@H:13]2[O:17][C:16](=[O:18])[N:15]([CH2:19][C:20]3[C:25]([C:26]4[CH:27]=[C:28]([C:34]5[CH:43]=[CH:42][C:37]([C:38]([O:40]C)=[O:39])=[CH:36][C:35]=5[CH3:44])[CH:29]=[N:30][C:31]=4[O:32][CH3:33])=[CH:24][N:23]=[C:22]([N:45]4[CH2:50][CH2:49][O:48][CH2:47][CH2:46]4)[N:21]=3)[C@H:14]2[CH3:51])[CH:6]=[C:7]([C:9]([F:12])([F:11])[F:10])[CH:8]=1.[OH-].[Li+]>O1CCOCC1>[F:53][C:2]([F:1])([F:52])[C:3]1[CH:4]=[C:5]([C@H:13]2[O:17][C:16](=[O:18])[N:15]([CH2:19][C:20]3[C:25]([C:26]4[CH:27]=[C:28]([C:34]5[CH:43]=[CH:42][C:37]([C:38]([OH:40])=[O:39])=[CH:36][C:35]=5[CH3:44])[CH:29]=[N:30][C:31]=4[O:32][CH3:33])=[CH:24][N:23]=[C:22]([N:45]4[CH2:50][CH2:49][O:48][CH2:47][CH2:46]4)[N:21]=3)[C@H:14]2[CH3:51])[CH:6]=[C:7]([C:9]([F:12])([F:11])[F:10])[CH:8]=1 |f:1.2|. Procedure details: Methyl 4-{5-[4-({(4S,5R)-5-[3,5-bis(trifluoromethyl)phenyl]-4-methyl-2-oxo-1,3-oxazolidin-3-yl}methyl)-2-(morpholin-4-yl)pyrimidin-5-yl]-6-methoxypyridin-3-yl}-3-methylbenzoate (Step A, 200 mg, 0.268 mmol) was dissolved in 1,4-dioxane (5.0 mL). Lithium hydroxide (0.5M, 2.4 mL, 1.20 mmol) was added, and the reaction was stirred at room temperature for 2 hours. The reaction was quenched by adding 1.20 mL of 1N HCl, followed by water. The aqueous reaction mixture was extracted with ethyl acetate, t... Starting materials: CC(C)(Cc1c[nH]c2c(OCC(=O)O)cccc12)NC(=O)OC(C)(C)C, CN, CN(C)C=O. The product is CNC(=O)COc1cccc2c(CC(C)(C)NC(=O)OC(C)(C)C)c[nH]c12. RXN SMILES: [C:1]([CH3:2])([CH3:3])([CH3:4])[O:5][C:6](=[O:7])[NH:8][C:9]([CH2:10][c:11]1[cH:12][nH:13][c:14]2[c:15]([O:20][CH2:21][C:22](=[O:23])[OH:24])[cH:16][cH:17][cH:18][c:19]12)([CH3:25])[CH3:26].[CH3:27][NH2:28].[CH3:29][N:30]([CH3:31])[CH:32]=[O:33]>>[C:1]([CH3:2])([CH3:3])([CH3:4])[O:5][C:6](=[O:7])[NH:8][C:9]([CH2:10][c:11]1[cH:12][nH:13][c:14]2[c:15]([O:20][CH2:21][C:22](=[O:23])[NH:28][CH3:27])[cH:16][cH:17][cH:18][c:19]12)([CH3:25])[CH3:26]. The reactants are CN(C=O)C (N,N-dimethyl formamide), C([O-])([O-])=O.[K+].[K+] (potassium carbonate), C(C)(C)I (isopropyl iodide), OC1=CC=C2C(CC(OC2=C1O)(C)C)=O (7.8-dihydroxy-2,2-dimethyl-4-chromanone). Run in COCCOCCOC (diethylene glycol dimethylether). Reaction conditions: temperature 140 celsius. Yields the product C(C)(C)OC1=CC=C2C(CC(OC2=C1O)(C)C)=O (7-isopropoxy-8-hydroxy-2,2-dimethyl-4-chromanone). Yield: 90.0%. Reaction SMILES: CN(C)C=O.C(=O)([O-])[O-].[K+].[K+].[CH:12](I)([CH3:14])[CH3:13].[OH:16][C:17]1[C:26]([OH:27])=[C:25]2[C:20]([C:21](=[O:30])[CH2:22][C:23]([CH3:29])([CH3:28])[O:24]2)=[CH:19][CH:18]=1>COCCOCCOC>[CH:12]([O:16][C:17]1[C:26]([OH:27])=[C:25]2[C:20]([C:21](=[O:30])[CH2:22][C:23]([CH3:28])([CH3:29])[O:24]2)=[CH:19][CH:18]=1)([CH3:14])[CH3:13] |f:1.2.3|. Procedure: In 50 ml of N,N-dimethyl formamide 4.2 g (20 millimoles) of 7.8-dihydroxy-2,2-dimethyl-4-chromanone are dissolved, whereupon 5 ml of diethylene glycol dimethylether, 3.0 g (22 millimoles) of potassium carbonate and 4.2 g (2.5 ml, 25 millimoles) of isopropyl iodide are added. The reaction mixture is heated at 140° C. for 4 hours and worked up according to Example 19. Thus 4.5 g of the desired compound are obtained, yield 90%, mp.: 114°-116° C.